This data is from the Open Reaction Database (ORD), a public repository of structured organic reaction records. The task is: describe an organic reaction: reactants, conditions, products, and yield Starting materials: OC1CN(CC1C1=CC=CC=C1)C(=O)OCC1=CC=CC=C1 (benzyl 3-hydroxy-4-phenylpyrrolidine-1-carboxylate), CO (methanol). The reagents and catalysts are [Pd] (palladium). Conditions: time 2 hour. Yields the product C1(=CC=CC=C1)C1C(CNC1)O (4-phenylpyrrolidin-3-ol). The yield is 90.4%. RXN SMILES: [OH:1][CH:2]1[CH:6]([C:7]2[CH:12]=[CH:11][CH:10]=[CH:9][CH:8]=2)[CH2:5][N:4](C(OCC2C=CC=CC=2)=O)[CH2:3]1.CO>[Pd]>[C:7]1([CH:6]2[CH2:5][NH:4][CH2:3][CH:2]2[OH:1])[CH:8]=[CH:9][CH:10]=[CH:11][CH:12]=1. Reported procedure: A mixture of benzyl 3-hydroxy-4-phenylpyrrolidine-1-carboxylate (125 mg, 0.000420 mol), palladium (25 mg, 0.000023 mol) in methanol (10 mL, 0.2 mol) was stirred under a H2 atmosphere (balloon with H2) over 2 hours. LCMS indicated that the starting material was consumed. The reaction mixture was filtered and the filtrate was concentrated to yield the product (62 mg). LCMS: m/z 163.9 (M+H+). The reactants are O, COC(=O)CSCC(=O)OC. Product: COC(=O)CS(=O)CC(=O)OC. Reaction SMILES: [OH2:12].[S:1]([CH2:2][C:3](=[O:4])[O:5][CH3:6])[CH2:7][C:8](=[O:9])[O:10][CH3:11]>>[S:1]([CH2:2][C:3](=[O:4])[O:5][CH3:6])([CH2:7][C:8](=[O:9])[O:10][CH3:11])=[O:12]. Reactants: CCO, CC(Cl)Cl, Fc1ccc2c(-c3cccc(OCC4CO4)c3)noc2c1, NCc1cccs1. The product is OC(CNCc1cccs1)COc1cccc(-c2noc3cc(F)ccc23)c1. RXN SMILES: [CH3:33][CH2:34][OH:35].[Cl:29][CH:30]([Cl:31])[CH3:32].[F:1][c:2]1[cH:3][c:4]2[c:5]([c:6](-[c:9]3[cH:10][c:11]([O:15][CH2:16][CH:17]4[O:18][CH2:19]4)[cH:12][cH:13][cH:14]3)[n:7][o:8]2)[cH:20][cH:21]1.[s:22]1[c:23]([CH2:27][NH2:28])[cH:24][cH:25][cH:26]1>>[F:1][c:2]1[cH:3][c:4]2[c:5]([c:6](-[c:9]3[cH:10][c:11]([O:15][CH2:16][CH:17]([OH:18])[CH2:19][NH:28][CH2:27][c:23]4[s:22][cH:26][cH:25][cH:24]4)[cH:12][cH:13][cH:14]3)[n:7][o:8]2)[cH:20][cH:21]1. Starting materials: CC1=NC=2N(C(=C1)C)N=C(N2)C=O (5,7-Dimethyl-[1,2,4]triazolo[1,5-a]pyrimidine-2-carbaldehyde), C1(CCCC1)C1(CC(CC(O1)=O)=O)CCC1=C(C=CC(=C1)CC)O (6-cyclopentyl-6-[2-(5-ethyl-2-hydroxy-phenyl)-ethyl]-dihydro-pyran-2,4-dione). The solvent is CO (MeOH). Run at time 15 minute. Product: C1(CCCC1)C1(CC(=C(C(O1)=O)CC1=NN2C(N=C(C=C2C)C)=N1)O)CCC1=C(C=CC(=C1)CC)O (6-Cyclopentyl-3-(5,7-dimethyl-[1,2,4]triazolo[1,5-a]pyrimidin-2-ylmethyl)-6-[2-(5-ethyl-2-hydroxy-phenyl)-ethyl]-4-hydroxy-5,6-dihydro-pyran-2-one). Isolated yield 39.2%. RXN SMILES: [CH3:1][C:2]1[CH:7]=[C:6]([CH3:8])[N:5]2[N:9]=[C:10]([CH:12]=O)[N:11]=[C:4]2[N:3]=1.[CH:14]1([C:19]2([CH2:27][CH2:28][C:29]3[CH:34]=[C:33]([CH2:35][CH3:36])[CH:32]=[CH:31][C:30]=3[OH:37])[O:24][C:23](=[O:25])[CH2:22][C:21](=[O:26])[CH2:20]2)[CH2:18][CH2:17][CH2:16][CH2:15]1>CO>[CH:14]1([C:19]2([CH2:27][CH2:28][C:29]3[CH:34]=[C:33]([CH2:35][CH3:36])[CH:32]=[CH:31][C:30]=3[OH:37])[O:24][C:23](=[O:25])[C:22]([CH2:12][C:10]3[N:11]=[C:4]4[N:3]=[C:2]([CH3:1])[CH:7]=[C:6]([CH3:8])[N:5]4[N:9]=3)=[C:21]([OH:26])[CH2:20]2)[CH2:18][CH2:17][CH2:16][CH2:15]1. Reported procedure: 5,7-Dimethyl-[1,2,4]triazolo[1,5-a]pyrimidine-2-carbaldehyde (0.19 g, 1.1 mmol) was added to a solution of 6-cyclopentyl-6-[2-(5-ethyl-2-hydroxy-phenyl)-ethyl]-dihydro-pyran-2,4-dione (0.3 g, 0.91 mmol Example A(169)) in MeOH (8 mL). The reaction mixture was stirred for 15 mins and then treated with borane-dimethylamine complex (47 mg, 0.80 mmoL). After 24 hours the reaction mixture was filtered through a glass frit to remove a fine white ppt. The filtrate was concentrated and purified by prep H... Reactants: CC(=O)[C@]1(CC[C@@H]2[C@@]1(C[C@@H]([C@H]3[C@H]2CCC4=CC(=O)CC[C@]34C)O)C)O (4-pregnene-11β,17α-diol-3,20-dione), C(C)(=O)OC(C)=O (acetic anhydride), N1=CC=CC=C1 (pyridine). Reagents/catalysts: CN(C1=CC=NC=C1)C (4-dimethylaminopyridine). Run in O (water). Run at time 6 hour. Product: C(C)(=O)O[C@@H]1[C@@H]2[C@]3(CCC(C=C3CC[C@H]2[C@@H]2CC[C@](C(C)=O)([C@]2(C1)C)O)=O)C (11β-Acetoxy-17α-hydroxy-4-pregnene-3,20-dione). The yield is 100.0%. As a reaction SMILES: [CH3:1][C:2]([C@:4]1([OH:25])[C@@:8]2([CH3:24])[CH2:9][C@H:10]([OH:23])[C@@H:11]3[C@:21]4([CH3:22])[C:15](=[CH:16][C:17]([CH2:19][CH2:20]4)=[O:18])[CH2:14][CH2:13][C@H:12]3[C@@H:7]2[CH2:6][CH2:5]1)=[O:3].[C:26](OC(=O)C)(=[O:28])[CH3:27].N1C=CC=CC=1>CN(C)C1C=CN=CC=1.O>[C:26]([O:23][C@H:10]1[CH2:9][C@@:8]2([CH3:24])[C@@H:7]([CH2:6][CH2:5][C@:4]2([OH:25])[C:2](=[O:3])[CH3:1])[C@H:12]2[C@H:11]1[C@:21]1([CH3:22])[C:15]([CH2:14][CH2:13]2)=[CH:16][C:17](=[O:18])[CH2:19][CH2:20]1)(=[O:28])[CH3:27]. Procedure: A mixture of 4-pregnene-11β,17α-diol-3,20-dione (2) (2 g), acetic anhydride (10 ml), pyridine (20 ml) and 4-dimethylaminopyridine (20 mg) was stirred for 6 hours at room temperature. The reaction mixture was diluted with water (50 ml) and extracted with chloroform. The chloroform layer was sequentially washed with 10% HCl, a 5% aqueous NaHCO3 solution, and brine, dried over Na2SO4, and concentrated. The residue was subjected to column chromatography (silica gel, 150 g) using 70% chloroform/hexan... Reactants: C(C(=O)Cl)(=O)Cl (oxalyl chloride), CN(C=O)C (N,N-dimethylformamide), C(C)OC(=O)C=1N=CN(C1)C=1C=C2C=CN(C2=CC1)C(C)C (1-(1-isopropylindol-5-yl)-imidazole-4-carboxylic acid ethyl ester). The solvent is ClCCl (dichloromethane). Run at temperature 0 celsius, time 30 minute. Yields the product C(C)OC(=O)C=1N=CN(C1)C=1C=C2C(=CN(C2=CC1)C(C)C)C=O (1-(3-formyl-1-isopropyl-indol-5-yl)imidazole-4-carboxylic acid ethyl ester). Isolated yield 92.2%. Reaction SMILES: [C:1](Cl)(=[O:5])[C:2](Cl)=O.CN(C)C=O.[CH2:12]([O:14][C:15]([C:17]1[N:18]=[CH:19][N:20]([C:22]2[CH:23]=[C:24]3[C:28](=[CH:29][CH:30]=2)[N:27]([CH:31]([CH3:33])[CH3:32])[CH:26]=C3)[CH:21]=1)=[O:16])[CH3:13]>ClCCl>[CH2:12]([O:14][C:15]([C:17]1[N:18]=[CH:19][N:20]([C:22]2[CH:30]=[C:29]3[C:28](=[CH:24][CH:23]=2)[N:27]([CH:31]([CH3:32])[CH3:33])[CH:26]=[C:2]3[CH:1]=[O:5])[CH:21]=1)=[O:16])[CH3:13]. Procedure: To anhydrous dichloromethane (30 mL) was added oxalyl chloride (0.03 mL, 0.36 mmol). N,N-dimethylformamide (0.03 mL, 0.36 mmol) was added at 0° C., which was then stirred for 30 min at 0° C. To this solution was added 1-(1-isopropylindol-5-yl)-imidazole-4-carboxylic acid ethyl ester (0.09 g, 0.3 mmol) obtained in Preparation 27, and the mixture was stirred for 1 h at room temperature. The solvent was removed, tetrahydrofuran (30 mL) and 20% aqueous ammonium acetate solution (30 mL) were added to... Reactants: BrC=1C=C(C=CC1OC)C (3-bromo-4-methoxy toluene), BrC=1C=C2C(C(NC2=CC1)=O)=O (5-bromoisatin). Product: BrC=1C=C2C(C(NC2=CC1)=O)(C1=C(C=CC(=C1)C)OC)O (5-bromo-3-hydroxy-3-(2-methoxy-5-methylphenyl)-1,3-dihydro-2H-indol-2-one). Isolated yield 90.2%. Reaction SMILES: Br[C:2]1[CH:3]=[C:4]([CH3:10])[CH:5]=[CH:6][C:7]=1[O:8][CH3:9].[Br:11][C:12]1[CH:13]=[C:14]2[C:18](=[CH:19][CH:20]=1)[NH:17][C:16](=[O:21])[C:15]2=[O:22]>>[Br:11][C:12]1[CH:13]=[C:14]2[C:18](=[CH:19][CH:20]=1)[NH:17][C:16](=[O:21])[C:15]2([OH:22])[C:2]1[CH:3]=[C:4]([CH3:10])[CH:5]=[CH:6][C:7]=1[O:8][CH3:9]. Procedure details: With 56.3 g of 3-bromo-4-methoxy toluene and 45.2 g of 5-bromoisatin as starting materials, 62.8 g of the title compound was obtained by a similar method to Step 21-1. The reactants are CCOC(=O)CC(C(=O)OCC)C(COC(C)=O)c1ccc(NC(=O)OC(C)(C)C)c(C)c1, COC(=O)C(=Cc1ccc(NC(=O)OC(C)(C)C)c(C)c1COC(C)=O)NC(=O)OCc1ccccc1, CO, CCOC(C)=O. Product: COC(=O)C(Cc1ccc(NC(=O)OC(C)(C)C)c(C)c1COC(C)=O)NC(=O)OCc1ccccc1. RXN SMILES: [CH2:38]([O:39][C:40](=[O:41])[CH:42]([CH:43]([CH2:44][O:45][C:46](=[O:47])[CH3:48])[c:49]1[cH:50][cH:51][c:52]([NH:53][C:54]([O:55][C:56]([CH3:57])([CH3:58])[CH3:59])=[O:60])[c:61]([CH3:62])[cH:63]1)[CH2:64][C:65]([O:66][CH2:67][CH3:68])=[O:69])[CH3:70].[CH3:1][O:2][C:3]([C:4](=[CH:5][c:6]1[c:7]([CH2:21][O:22][C:23]([CH3:24])=[O:25])[c:8]([CH3:20])[c:9]([NH:12][C:13](=[O:14])[O:15][C:16]([CH3:17])([CH3:18])[CH3:19])[cH:10][cH:11]1)[NH:26][C:27](=[O:28])[O:29][CH2:30][c:31]1[cH:32][cH:33][cH:34][cH:35][cH:36]1)=[O:37].[CH3:71][OH:72].[CH3:73][CH2:74][O:75][C:76](=[O:77])[CH3:78]>>[CH3:1][O:2][C:3]([CH:4]([CH2:5][c:6]1[c:7]([CH2:21][O:22][C:23]([CH3:24])=[O:25])[c:8]([CH3:20])[c:9]([NH:12][C:13](=[O:14])[O:15][C:16]([CH3:17])([CH3:18])[CH3:19])[cH:10][cH:11]1)[NH:26][C:27](=[O:28])[O:29][CH2:30][c:31]1[cH:32][cH:33][cH:34][cH:35][cH:36]1)=[O:37]. Starting materials: C1=C(N=C2N1C1=CC=CC=C1N=C2)C(=O)OCC (ethyl imidazo-[1,2-a]-quinoxaline-2-carboxylate), [BH4-].[Li+] (lithium borohydride), C([O-])(O)=O.[Na+] (sodium bicarbonate), Cl (hydrochloric acid). Run in O1CCCC1 (tetrahydrofuran). Reaction conditions: time 20 hour. Yields the product C1=C(N=C2N1C1=CC=CC=C1N=C2)CO (imidazo-[1,2-a]-quinoxaline-2-methanol). Yield: 82.4%. Reaction SMILES: [CH:1]1[N:5]2[C:6]3[C:11]([N:12]=[CH:13][C:4]2=[N:3][C:2]=1[C:14](OCC)=[O:15])=[CH:10][CH:9]=[CH:8][CH:7]=3.[BH4-].[Li+].Cl.C(=O)(O)[O-].[Na+]>O1CCCC1>[CH:1]1[N:5]2[C:6]3[C:11]([N:12]=[CH:13][C:4]2=[N:3][C:2]=1[CH2:14][OH:15])=[CH:10][CH:9]=[CH:8][CH:7]=3 |f:1.2,4.5|. Procedure: A solution of 7.2 g of ethyl imidazo-[1,2-a]-quinoxaline-2-carboxylate in 140 ml of anhydrous tetrahydrofuran and 1.0 g of lithium borohydride was refluxed with stirring for 20 hours and was then cooled to room temperature. 2N hydrochloric acid was added dropwise to the mixture until effervescence ceased and the clear solution was stirred for one hour and made alkaline with saturated sodium bicarbonate solution. The mixture was concentrated under reduced pressure to evaporate the tetrahydrofuran... Reactants: CCOC(=O)CC(=O)C(=O)C(Cc1ccccc1)NC(=O)OCc1ccccc1, [Li+], C1COCCO1, [OH-], O. Yields the product O=C(O)CC(=O)C(=O)C(Cc1ccccc1)NC(=O)OCc1ccccc1. RXN SMILES: [CH2:1]([CH3:2])[O:3][C:4]([CH2:5][C:6]([C:7]([CH:8]([CH2:9][c:10]1[cH:11][cH:12][cH:13][cH:14][cH:15]1)[NH:16][C:17](=[O:18])[O:19][CH2:20][c:21]1[cH:22][cH:23][cH:24][cH:25][cH:26]1)=[O:27])=[O:28])=[O:29].[Li+:30].[O:32]1[CH2:33][CH2:34][O:35][CH2:36][CH2:37]1.[OH-:31].[OH2:38]>>[O:3]=[C:4]([CH2:5][C:6]([C:7]([CH:8]([CH2:9][c:10]1[cH:11][cH:12][cH:13][cH:14][cH:15]1)[NH:16][C:17](=[O:18])[O:19][CH2:20][c:21]1[cH:22][cH:23][cH:24][cH:25][cH:26]1)=[O:27])=[O:28])[OH:29].